Dataset: the Open Reaction Database (ORD), a public repository of structured organic reaction records. Task: describe an organic reaction: reactants, conditions, products, and yield The reactants are ClC=1N=NC(=CC1)C1=CC(=C(C=C1)OC)OCC(C)C (3-chloro-6-[4-methoxy-3-(2-methylpropoxy)phenyl]pyridazine), O (water), N (ammonia). Solvent: C(Cl)(Cl)Cl (chloroform). The product is NC=1N=NC(=CC1)C1=CC(=C(C=C1)OC)OCC(C)C (3-Amino-6-[4-methoxy-3-(2-methylpropoxy)phenyl]pyridazine). The yield is 53.8%. RXN SMILES: Cl[C:2]1[N:3]=[N:4][C:5]([C:8]2[CH:13]=[CH:12][C:11]([O:14][CH3:15])=[C:10]([O:16][CH2:17][CH:18]([CH3:20])[CH3:19])[CH:9]=2)=[CH:6][CH:7]=1.O.[NH3:22]>C(Cl)(Cl)Cl>[NH2:22][C:2]1[N:3]=[N:4][C:5]([C:8]2[CH:13]=[CH:12][C:11]([O:14][CH3:15])=[C:10]([O:16][CH2:17][CH:18]([CH3:20])[CH3:19])[CH:9]=2)=[CH:6][CH:7]=1. Procedure: 7.0 g (24 mmol) of 3-chloro-6-[4-methoxy-3-(2-methylpropoxy)phenyl]pyridazine are reacted as described in Example 1 in 40 ml of ammonia-saturated ethylene glycol. The crude product obtained by precipitation with water is dissolved in chloroform, the solution is dried with potassium carbonate, and the product is precipitated with petroleum ether (b.p. 50°-70° C.). 3.5 g (53.8%) of the title compound of m.p. 187° C. are obtained. The product is N1(N=NC2=C1C=CC=C2)C(CC(C)(C)C)NC(C2=CC=C(C=C2)Br)=O (N-[1-(1H-1,2,3-benzotriazol-1-yl)-3,3-dimethylbutyl]-4-bromobenzamide). Reactants: BrC1=CC=C(C(=O)N)C=C1 (4-bromobenzamide), CC(CC=O)(C)C (3,3-dimethylbutanal), N1N=NC2=C1C=CC=C2 (benzotriazole), C1(=CC=C(C=C1)S(=O)(=O)O)C (p-toluenesulfonic acid). Procedure details: A suspension of 4-bromobenzamide, 3,3-dimethylbutanal, benzotriazole, and p-toluenesulfonic acid was processed as described in Example 53A to provide the desired product. As a reaction SMILES: [Br:1][C:2]1[CH:10]=[CH:9][C:5]([C:6]([NH2:8])=[O:7])=[CH:4][CH:3]=1.[CH3:11][C:12]([CH3:17])([CH3:16])[CH2:13][CH:14]=O.[NH:18]1[C:22]2[CH:23]=[CH:24][CH:25]=[CH:26][C:21]=2[N:20]=[N:19]1.C1(C)C=CC(S(O)(=O)=O)=CC=1>>[N:18]1([CH:14]([NH:8][C:6](=[O:7])[C:5]2[CH:9]=[CH:10][C:2]([Br:1])=[CH:3][CH:4]=2)[CH2:13][C:12]([CH3:17])([CH3:16])[CH3:11])[C:22]2[CH:23]=[CH:24][CH:25]=[CH:26][C:21]=2[N:20]=[N:19]1. Reported procedure: Heating a mixture of 5-chloro-1-methyl-1H-pyrazole-4-carboxylic acid adamantan-2-ylamide (Example 5, 88 mg; 0.30 mmol) and N-benzylpiperazine (0.54 mL; 3.1 mmol) under microwave irradiation according to the procedure described for Example 14 provided after purification by reverse phase HPLC, 5-(4-benzyl-piperazin-1-yl)-1-methyl-1H-pyrazole-4-carboxylic acid adamantan-2-ylamide (50 mg, 38%) as an off-white powder. ES-HRMS m/e calcd for C26H35N5O (M+H+) 434.2915, found 434.2910. Reactants: C12C(C3CC(CC(C1)C3)C2)NC(=O)C=2C=NN(C2Cl)C (5-chloro-1-methyl-1H-pyrazole-4-carboxylic acid adamantan-2-ylamide), C(C1=CC=CC=C1)N1CCNCC1 (N-benzylpiperazine). RXN SMILES: [CH:1]12[CH2:10][CH:5]3[CH2:6][CH:7]([CH2:9][CH:3]([CH2:4]3)[CH:2]1[NH:11][C:12]([C:14]1[CH:15]=[N:16][N:17]([CH3:20])[C:18]=1Cl)=[O:13])[CH2:8]2.[CH2:21]([N:28]1[CH2:33][CH2:32][NH:31][CH2:30][CH2:29]1)[C:22]1[CH:27]=[CH:26][CH:25]=[CH:24][CH:23]=1>>[CH:1]12[CH2:10][CH:5]3[CH2:6][CH:7]([CH2:9][CH:3]([CH2:4]3)[CH:2]1[NH:11][C:12]([C:14]1[CH:15]=[N:16][N:17]([CH3:20])[C:18]=1[N:31]1[CH2:32][CH2:33][N:28]([CH2:21][C:22]3[CH:23]=[CH:24][CH:25]=[CH:26][CH:27]=3)[CH2:29][CH2:30]1)=[O:13])[CH2:8]2. Yields the product C12C(C3CC(CC(C1)C3)C2)NC(=O)C=2C=NN(C2N2CCN(CC2)CC2=CC=CC=C2)C (5-(4-Benzyl-piperazin-1-yl)-1-methyl-1H-pyrazole-4-carboxylic acid adamantan-2-ylamide). Starting materials: C(#N)CC1=CC(=CC(=C1)Cl)CC#N (1,3-biscyanomethyl-5-chlorobenzene), Cl.NC1=C(C(=CC(=C1F)F)F)S (2-amino-3,4,6-trifluorothiophenol hydrochloride). Yields the product FC1=C(C=C(C2=C1N=C(S2)CC=2C=C(C=C(C2)Cl)CC#N)F)F (3-[(4,5,7-trifluorobenzothiazol-2yl)methyl]-5-chlorophenylacetonitrile). Yield: 27.8%. As a reaction SMILES: [C:1]([CH2:3][C:4]1[CH:9]=[C:8]([Cl:10])[CH:7]=[C:6]([CH2:11][C:12]#[N:13])[CH:5]=1)#[N:2].Cl.N[C:16]1[C:21]([F:22])=[C:20]([F:23])[CH:19]=[C:18]([F:24])[C:17]=1[SH:25]>>[F:22][C:21]1[C:16]2[N:2]=[C:1]([CH2:3][C:4]3[CH:5]=[C:6]([CH2:11][C:12]#[N:13])[CH:7]=[C:8]([Cl:10])[CH:9]=3)[S:25][C:17]=2[C:18]([F:24])=[CH:19][C:20]=1[F:23] |f:1.2|. Procedure details: The procedure of Example 22-i) was repeated using 1,3-biscyanomethyl-5-chlorobenzene (650 mg, 3.4 mmol) and 2-amino-3,4,6-trifluorothiophenol hydrochloride (735 mg, 3.4 mmol) and the resultant product was crystallized from isopropyl ether to give 3-[(4,5,7-trifluorobenzothiazol-2yl)methyl]-5-chlorophenylacetonitrile (333 mg, 28%) as a colorless powder. Reactants: CCOC(=O)C (EtOAc), ClC1=CC(=NC=N1)NC1=CC=C(C=C1)OC (6-chloro-N-(4-methoxyphenyl)pyrimidine-4-amine), C(C)(C)N (isopropylamine), CCN(C(C)C)C(C)C (DIPEA). Run in Cl (hydrochloride), CCCCO (n-BuOH), CCCCO (n-BuOH). Reaction conditions: temperature 120 celsius. Product: C(C)(C)NC1=NC=NC(=C1)NC1=CC=C(C=C1)OC (N4-Isopropyl-N6-(4-methoxyphenyl)pyrimidine-4,6-diamine). Yield: 73.0%. RXN SMILES: Cl[C:2]1[N:7]=[CH:6][N:5]=[C:4]([NH:8][C:9]2[CH:14]=[CH:13][C:12]([O:15][CH3:16])=[CH:11][CH:10]=2)[CH:3]=1.[CH:17]([NH2:20])([CH3:19])[CH3:18].CCN(C(C)C)C(C)C.CCOC(C)=O>Cl.CCCCO>[CH:17]([NH:20][C:2]1[CH:3]=[C:4]([NH:8][C:9]2[CH:14]=[CH:13][C:12]([O:15][CH3:16])=[CH:11][CH:10]=2)[N:5]=[CH:6][N:7]=1)([CH3:19])[CH3:18]. Procedure details: 100 mg of 6-chloro-N-(4-methoxyphenyl)pyrimidine-4-amine in the form of a hydrochloride, 44 mg of isopropylamine and 95 mg of DIPEA were dissolved in 1 mL of n-BuOH in a screw cap vial and the vial obtained was heated to 120° C. for 1 hour. Progress of the reaction was monitored by TLC. Upon termination of the reaction n-BuOH was evaporated off and the evaporation residue obtained was subjected to flash column chromatography (PE:EtOAc 1:1). N4-Isopropyl-N6-(4-methoxyphenyl)pyrimidine-4,6-diamine...